Dataset: the Open Reaction Database (ORD), a public repository of structured organic reaction records. Task: describe an organic reaction: reactants, conditions, products, and yield The reactants are BrCCCCCCC(=O)OCC (ethyl 7-bromoheptanoate), O1C(CCCC1)OC(CCCN(C(C)=O)CCCCCC(C(=O)OC)(C)C)CCCCC (methyl 7-{N-[4-(2-tetrahydropyranyloxy)nonyl]-acetamido}-2,2-dimethylheptanoate), CC(C(=O)OC)(CCCCCI)C (methyl 2,2-dimethyl-7-iodoheptanoate), product. Yields the product C(C)(=O)OC(CCCN(C(C=C)=O)CCCCCCC(=O)OCC)CCCCC (ethyl 7-[N-(4-acetoxynonyl)-acrylamido]heptanoate). Reaction SMILES: Br[CH2:2][CH2:3][CH2:4][CH2:5][CH2:6][CH2:7][C:8]([O:10][CH2:11][CH3:12])=[O:9].CC(C)(CCCCCI)C(OC)=[O:16].[O:26]1CCC[CH2:28][CH:27]1[O:32][CH:33]([CH2:53][CH2:54][CH2:55][CH2:56][CH3:57])[CH2:34][CH2:35][CH2:36][N:37]([CH2:41][CH2:42][CH2:43]CCC(C)(C)C(OC)=O)C(=O)C>>[C:27]([O:32][CH:33]([CH2:53][CH2:54][CH2:55][CH2:56][CH3:57])[CH2:34][CH2:35][CH2:36][N:37]([CH2:2][CH2:3][CH2:4][CH2:5][CH2:6][CH2:7][C:8]([O:10][CH2:11][CH3:12])=[O:9])[C:41](=[O:16])[CH:42]=[CH2:43])(=[O:26])[CH3:28]. Procedure details: The synthesis of this compound is carried out as described in Example 1 except that, in Step A, the ethyl 7-bromoheptanoate is replaced by an equimolar amount of methyl 2,2-dimethyl-7-iodoheptanoate. The product of Step A is methyl 7-{N-[4-(2-tetrahydropyranyloxy)nonyl]-acetamido}-2,2-dimethylheptanoate. The subsequent step yields 7-[N-(4-hydroxynonyl)acetamido]-2,2-dimethylheptanoic acid (B). The reactants are Cl, Cl, Cl, O=S(=O)(Cl)c1ccc(F)cc1, NC1CCC(CCN2CCN(c3nccc4c3CCO4)CC2)CC1. The product is O=S(=O)(NC1CCC(CCN2CCN(c3nccc4c3CCO4)CC2)CC1)c1ccc(F)cc1. As a reaction SMILES: [ClH:1].[ClH:2].[ClH:3].[F:28][c:29]1[cH:30][cH:31][c:32]([S:35](=[O:36])(=[O:37])[Cl:38])[cH:33][cH:34]1.[O:4]1[CH2:5][CH2:6][c:7]2[c:8]([N:13]3[CH2:14][CH2:15][N:16]([CH2:19][CH2:20][CH:21]4[CH2:22][CH2:23][CH:24]([NH2:27])[CH2:25][CH2:26]4)[CH2:17][CH2:18]3)[n:9][cH:10][cH:11][c:12]21>>[O:4]1[CH2:5][CH2:6][c:7]2[c:8]([N:13]3[CH2:14][CH2:15][N:16]([CH2:19][CH2:20][CH:21]4[CH2:22][CH2:23][CH:24]([NH:27][S:35]([c:32]5[cH:31][cH:30][c:29]([F:28])[cH:34][cH:33]5)(=[O:36])=[O:37])[CH2:25][CH2:26]4)[CH2:17][CH2:18]3)[n:9][cH:10][cH:11][c:12]21.